This data is from the Open Reaction Database (ORD), a public repository of structured organic reaction records. The task is: describe an organic reaction: reactants, conditions, products, and yield Starting materials: CC(C)(C)OC(=O)N1C(CC2CCCCOC2)COC1(C)C, CO. Product: CC(C)(C)OC(=O)NC(CO)CC1CCCCOC1. Reaction SMILES: [CH3:1][C:2]1([CH3:22])[O:3][CH2:4][CH:5]([CH2:14][CH:15]2[CH2:16][O:17][CH2:18][CH2:19][CH2:20][CH2:21]2)[N:6]1[C:7](=[O:8])[O:9][C:10]([CH3:11])([CH3:12])[CH3:13].[CH3:23][OH:24]>>[OH:3][CH2:4][CH:5]([NH:6][C:7](=[O:8])[O:9][C:10]([CH3:11])([CH3:12])[CH3:13])[CH2:14][CH:15]1[CH2:16][O:17][CH2:18][CH2:19][CH2:20][CH2:21]1.